The task is: describe an organic reaction: reactants, conditions, products, and yield. This data is from the Open Reaction Database (ORD), a public repository of structured organic reaction records. Reactants: ClC1=C(C(=NC2=CC(=CC=C12)F)C1=NC=CC=C1)C (4-chloro-7-fluoro-3-methyl-2-(pyridin-2-yl)quinoline), O=S1(CCN(CC1)C=1C=C(C(=NC1)N1CCOCC1)N)=O (5-(1,1-dioxidothiomorpholin-4-yl)-2-morpholin-4-ylpyridin-3-amine), solution, Cl (HCl), O1CCOCC1 (dioxane). Solvent: CN1CCCC1=O (NMP). Product: O=S1(CCN(CC1)C=1C=C(C(=NC1)N1CCOCC1)NC1=C(C(=NC2=CC(=CC=C12)F)C1=NC=CC=C1)C)=O (N-(5-(1,1-Dioxido-4-thiomorpholinyl)-2-(4-morpholinyl)-3-pyridinyl)-7-fluoro-3-methyl-2-(2-pyridinyl)-4-quinolinamine). Reaction SMILES: Cl[C:2]1[C:11]2[C:6](=[CH:7][C:8]([F:12])=[CH:9][CH:10]=2)[N:5]=[C:4]([C:13]2[CH:18]=[CH:17][CH:16]=[CH:15][N:14]=2)[C:3]=1[CH3:19].[O:20]=[S:21]1(=[O:40])[CH2:26][CH2:25][N:24]([C:27]2[CH:28]=[C:29]([NH2:39])[C:30]([N:33]3[CH2:38][CH2:37][O:36][CH2:35][CH2:34]3)=[N:31][CH:32]=2)[CH2:23][CH2:22]1.Cl.O1CCOCC1>CN1C(=O)CCC1>[O:40]=[S:21]1(=[O:20])[CH2:22][CH2:23][N:24]([C:27]2[CH:28]=[C:29]([NH:39][C:2]3[C:11]4[C:6](=[CH:7][C:8]([F:12])=[CH:9][CH:10]=4)[N:5]=[C:4]([C:13]4[CH:18]=[CH:17][CH:16]=[CH:15][N:14]=4)[C:3]=3[CH3:19])[C:30]([N:33]3[CH2:38][CH2:37][O:36][CH2:35][CH2:34]3)=[N:31][CH:32]=2)[CH2:25][CH2:26]1. Procedure details: Prepared according to general Procedure K using 4-chloro-7-fluoro-3-methyl-2-(pyridin-2-yl)quinoline (61 mg, 0.22 mmol), 5-(1,1-dioxidothiomorpholin-4-yl)-2-morpholin-4-ylpyridin-3-amine (70 mg, 0.22 mmol) and a 4.0M solution of HCl in dioxane (0.05 mL, 0.22 mmol) in NMP (1.0 mL) and heating in the microwave for 2 h at 150° C. After purification N-(5-(1,1-dioxido-4-thiomorpholinyl)-2-(4-morpholinyl)-3-pyridinyl)-7-fluoro-3-methyl-2-(2-pyridinyl)-4-quinolinamine was obtained. 1H NMR (400 MHz, chl...